Dataset: the Open Reaction Database (ORD), a public repository of structured organic reaction records. Task: describe an organic reaction: reactants, conditions, products, and yield The reactants are [Cl-].[NH4+] (Ammonium chloride), [C-]#N.[K+] (potassium cyanide), COCC(C=O)(C)C (3-methoxy-2,2-dimethylpropanal). Run in O (water), N (ammonia). The product is NC(C#N)C(COC)(C)C (2-amino-4-methoxy-3,3-dimethylbutanenitrile). Isolated yield 8.2%. Reaction SMILES: [Cl-].[NH4+:2].[C-:3]#[N:4].[K+].[CH3:6][O:7][CH2:8][C:9]([CH3:13])([CH3:12])[CH:10]=O>O.N>[NH2:2][CH:10]([C:9]([CH3:13])([CH3:12])[CH2:8][O:7][CH3:6])[C:3]#[N:4] |f:0.1,2.3|. Reported procedure: Ammonium chloride (2.9 g) and potassium cyanide (3.3 g) were dissolved in water (20 ml), a solution of 3-methoxy-2,2-dimethylpropanal (F. Effenberger et al., Tetrahedron: Asymmetry, 6, 271-282 (1995); 5.7 g) in aqueous ammonia (5 ml) was added dropwise at 0° C., and mixed at room temperature for 3 days. The reaction mixture was concentrated under reduced pressure, and the residue was diluted with diluted hydrochloric acid. The aqueous solution was washed with diethyl ether, alkalified with a 1 N... Reactants: C(C1=CC=CC=C1)OC(=O)N[C@@H](C(C)C)C(=O)NC1=NNC2=NC=NC(=C21)NC2=CC(=CC=C2)Cl (rac.-3-([N-benzyloxycarbonyl-valyl]-amino)-4-(3-chlorophenylamino)-1H-pyrazolo[3,4-d]pyrimidine), ClC1=C(C=CC=C1)Cl (1,2-dichlorobenzene). Reagents/catalysts: [Pd] (Pd/C). Run in C1CCOC1.CN1CCN(C1=O)C (THF DMEU). Yields the product ClC=1C=C(C=CC1)NC1=C2C(=NC=N1)NN=C2NC([C@@H](N)C(C)C)=O (rac.-4-(3-chlorophenylamino)-3-(valyl-amino)-1H-pyrazolo[3,4-d]pyrimidine). RXN SMILES: C(OC([NH:11][C@H:12]([C:16]([NH:18][C:19]1[C:27]2[C:22](=[N:23][CH:24]=[N:25][C:26]=2[NH:28][C:29]2[CH:34]=[CH:33][CH:32]=[C:31]([Cl:35])[CH:30]=2)[NH:21][N:20]=1)=[O:17])[CH:13]([CH3:15])[CH3:14])=O)C1C=CC=CC=1.ClC1C=CC=CC=1Cl>C1COCC1.CN1C(=O)N(C)CC1.[Pd]>[Cl:35][C:31]1[CH:30]=[C:29]([NH:28][C:26]2[N:25]=[CH:24][N:23]=[C:22]3[NH:21][N:20]=[C:19]([NH:18][C:16](=[O:17])[C@H:12]([CH:13]([CH3:14])[CH3:15])[NH2:11])[C:27]=23)[CH:34]=[CH:33][CH:32]=1 |f:2.3|. Reported procedure: In 4 ml of THF/DMEU 1:3, 40 mg (0.08 mmol) of rac.-3-([N-benzyloxycarbonylvalyl]-amino)-4-(3-chloro-phenylamino)-1H-pyrazolo[3,4-d]pyrimidine (see Example 8) are hydrogenated in the presence of 10 mg of Pd/C (10%) and 10 μl of 1,2-dichlorobenzene. The catalyst is filtered off, and the filtrate is partially concentrated by evaporation in a rotary evaporator, poured into 30 ml of water and again filtered and the filtrate is concentrated by evaporation under a high vacuum first at RT and finally at... Reactants: C[Si](C)(C)Cl, CO, Nc1c([N+](=O)[O-])cc(C(=O)O)c(F)c1F. The product is COC(=O)c1cc([N+](=O)[O-])c(N)c(F)c1F. As a reaction SMILES: [CH3:1][Si:2]([Cl:3])([CH3:4])[CH3:5].[CH3:21][OH:22].[NH2:6][c:7]1[c:8]([F:20])[c:9]([F:19])[c:10]([C:11](=[O:12])[OH:13])[cH:14][c:15]1[N+:16](=[O:17])[O-:18]>>[CH3:1][O:12][C:11]([c:10]1[c:9]([F:19])[c:8]([F:20])[c:7]([NH2:6])[c:15]([N+:16](=[O:17])[O-:18])[cH:14]1)=[O:13]. Reactants: C1CCOC1, COC(=O)c1cc(O)ns1, Cc1onc(-c2ccccc2)c1CO, CCOC(=O)N=NC(=O)OCC, c1ccc(P(c2ccccc2)c2ccccc2)cc1. Product: COC(=O)c1cc(OCc2c(-c3ccccc3)noc2C)ns1. As a reaction SMILES: [CH2:56]1[O:57][CH2:58][CH2:59][CH2:60]1.[CH3:15][O:16][C:17](=[O:18])[c:19]1[cH:20][c:21]([OH:24])[n:22][s:23]1.[CH3:1][c:2]1[c:3]([CH2:13][OH:14])[c:4](-[c:7]2[cH:8][cH:9][cH:10][cH:11][cH:12]2)[n:5][o:6]1.[O:44]=[C:45]([O:46][CH2:47][CH3:48])[N:49]=[N:50][C:51]([O:52][CH2:53][CH3:54])=[O:55].[c:25]1([P:26]([c:27]2[cH:28][cH:29][cH:30][cH:31][cH:32]2)[c:33]2[cH:34][cH:35][cH:36][cH:37][cH:38]2)[cH:39][cH:40][cH:41][cH:42][cH:43]1>>[CH3:1][c:2]1[c:3]([CH2:13][O:14][c:21]2[cH:20][c:19]([C:17]([O:16][CH3:15])=[O:18])[s:23][n:22]2)[c:4](-[c:7]2[cH:8][cH:9][cH:10][cH:11][cH:12]2)[n:5][o:6]1. The reactants are O=C(c1ncc[nH]1)c1ncc[nH]1, C1CCOC1, CS(N)(=O)=O, C1CCC2=NCCCN2CC1, Cc1noc(-c2ccc(-c3ccc(C4(C(=O)O)CC4)cc3)cc2)c1C(O)COC(C)c1ccccc1. Product: Cc1noc(-c2ccc(-c3ccc(C4(C(=O)NS(C)(=O)=O)CC4)cc3)cc2)c1C(O)COC(C)c1ccccc1. As a reaction SMILES: [C:37]([c:38]1[nH:39][cH:40][cH:41][n:42]1)([c:43]1[nH:44][cH:45][cH:46][n:47]1)=[O:48].[CH2:65]1[O:66][CH2:67][CH2:68][CH2:69]1.[CH3:60][S:61](=[O:62])(=[O:63])[NH2:64].[N:49]12[CH2:50][CH2:51][CH2:52][N:53]=[C:54]1[CH2:55][CH2:56][CH2:57][CH2:58][CH2:59]2.[OH:1][CH:2]([CH2:3][O:4][CH:5]([CH3:6])[c:7]1[cH:8][cH:9][cH:10][cH:11][cH:12]1)[c:13]1[c:14]([CH3:36])[n:15][o:16][c:17]1-[c:18]1[cH:19][cH:20][c:21](-[c:24]2[cH:25][cH:26][c:27]([C:30]3([C:33](=[O:34])[OH:35])[CH2:31][CH2:32]3)[cH:28][cH:29]2)[cH:22][cH:23]1>>[OH:1][CH:2]([CH2:3][O:4][CH:5]([CH3:6])[c:7]1[cH:8][cH:9][cH:10][cH:11][cH:12]1)[c:13]1[c:14]([CH3:36])[n:15][o:16][c:17]1-[c:18]1[cH:19][cH:20][c:21](-[c:24]2[cH:25][cH:26][c:27]([C:30]3([C:33](=[O:35])[NH:64][S:61]([CH3:60])(=[O:62])=[O:63])[CH2:31][CH2:32]3)[cH:28][cH:29]2)[cH:22][cH:23]1. Starting materials: [Br-], CCc1cc(I)ccc1OCOC, C1CCOC1, Cc1ccccc1, [Mg+]C1CC1, BrC1CC1, [Cl-], [Mg], [NH4+]. Yields the product CCc1cc(C2CC2)ccc1OCOC. RXN SMILES: [Br-:1].[CH2:11]([CH3:12])[c:13]1[c:14]([O:20][CH2:21][O:22][CH3:23])[cH:15][cH:16][c:17]([I:19])[cH:18]1.[CH2:26]1[O:27][CH2:28][CH2:29][CH2:30]1.[CH3:31][c:32]1[cH:33][cH:34][cH:35][cH:36][cH:37]1.[CH:2]1([Mg+:5])[CH2:3][CH2:4]1.[CH:7]1([Br:8])[CH2:9][CH2:10]1.[Cl-:24].[Mg:6].[NH4+:25]>>[CH:2]1([c:17]2[cH:16][cH:15][c:14]([O:20][CH2:21][O:22][CH3:23])[c:13]([CH2:11][CH3:12])[cH:18]2)[CH2:3][CH2:4]1. Starting materials: CON(C(=O)C1=C(N=C(O1)C)C)C (N-methoxy-N-methyl-2,4-dimethyl-5-oxazolecarboxamide), C(C)(C)(C)[Li] (t-butyllithium). Yields the product CC=1OC(=C(N1)C)C(=O)C(C)(C)C (t-Butyl 2,4-Dimethyl-5-oxazolyl Ketone). RXN SMILES: CON(C)[C:4]([C:6]1[O:10][C:9]([CH3:11])=[N:8][C:7]=1[CH3:12])=[O:5].[C:14]([Li])([CH3:17])([CH3:16])[CH3:15]>>[CH3:11][C:9]1[O:10][C:6]([C:4]([C:14]([CH3:17])([CH3:16])[CH3:15])=[O:5])=[C:7]([CH3:12])[N:8]=1. Procedure: Starting with N-methoxy-N-methyl-2,4-dimethyl-5-oxazolecarboxamide and t-butyllithium and following the general method of Preparation 3, the title compound was prepared.